From a dataset of the Open Reaction Database (ORD), a public repository of structured organic reaction records. describe an organic reaction: reactants, conditions, products, and yield Reactants: ClC1=NC=C2C=C(C(N(C2=C1)CC)=O)C=1C(=CC(=C(C1)NC(=O)NC1=CC=CC=C1)F)F (1-(5-(7-chloro-1-ethyl-2-oxo-1,2-dihydro-1,6-naphthyridin-3-yl)-2,4-difluorophenyl)-3-phenylurea), C(=O)([O-])[O-].[Cs+].[Cs+] (Cs2CO3), CN(C(=O)N)C (N,N-dimethylurea), CC1(C2=C(C(=CC=C2)P(C3=CC=CC=C3)C4=CC=CC=C4)OC5=C(C=CC=C51)P(C6=CC=CC=C6)C7=CC=CC=C7)C (Xantphos). Reagents/catalysts: C=1C=CC(=CC1)/C=C/C(=O)/C=C/C2=CC=CC=C2.C=1C=CC(=CC1)/C=C/C(=O)/C=C/C2=CC=CC=C2.C=1C=CC(=CC1)/C=C/C(=O)/C=C/C2=CC=CC=C2.[Pd].[Pd] (Pd2(dba)3). Solvent: O1CCOCC1 (dioxane), CN(C)C=O (DMF), CCOC(=O)C (EtOAc). Reaction conditions: temperature 100 celsius. The product is FC1=C(C=C(C(=C1)F)NC(=O)NC1=CC=CC=C1)C=1C(N(C2=CC(=NC=C2C1)NC(N(C)C)=O)CC)=O (3-(3-(2,4-difluoro-5-(3-phenylureido)phenyl)-1-ethyl-2-oxo-1,2-dihydro-1,6-naphthyridin-7-yl)-1,1-dimethylurea). Yield: 20.0%. Reaction SMILES: Cl[C:2]1[CH:11]=[C:10]2[C:5]([CH:6]=[C:7]([C:15]3[C:16]([F:32])=[CH:17][C:18]([F:31])=[C:19]([NH:21][C:22]([NH:24][C:25]4[CH:30]=[CH:29][CH:28]=[CH:27][CH:26]=4)=[O:23])[CH:20]=3)[C:8](=[O:14])[N:9]2[CH2:12][CH3:13])=[CH:4][N:3]=1.C([O-])([O-])=O.[Cs+].[Cs+].[CH3:39][N:40]([CH3:44])[C:41]([NH2:43])=[O:42].CC1(C)C2C(=C(P(C3C=CC=CC=3)C3C=CC=CC=3)C=CC=2)OC2C(P(C3C=CC=CC=3)C3C=CC=CC=3)=CC=CC1=2>O1CCOCC1.C1C=CC(/C=C/C(/C=C/C2C=CC=CC=2)=O)=CC=1.C1C=CC(/C=C/C(/C=C/C2C=CC=CC=2)=O)=CC=1.C1C=CC(/C=C/C(/C=C/C2C=CC=CC=2)=O)=CC=1.[Pd].[Pd].CN(C=O)C.CCOC(C)=O>[F:32][C:16]1[CH:17]=[C:18]([F:31])[C:19]([NH:21][C:22]([NH:24][C:25]2[CH:30]=[CH:29][CH:28]=[CH:27][CH:26]=2)=[O:23])=[CH:20][C:15]=1[C:7]1[C:8](=[O:14])[N:9]([CH2:12][CH3:13])[C:10]2[C:5]([CH:6]=1)=[CH:4][N:3]=[C:2]([NH:43][C:41](=[O:42])[N:40]([CH3:44])[CH3:39])[CH:11]=2 |f:1.2.3,7.8.9.10.11|. Procedure: A mixture of 1-(5-(7-chloro-1-ethyl-2-oxo-1,2-dihydro-1,6-naphthyridin-3-yl)-2,4-difluorophenyl)-3-phenylurea (211 mg, 0.464 mmol), Cs2CO3 (453 mg, 1.392 mmol), N,N-dimethylurea (204 mg, 2.319 mmol) and Xantphos (81 mg, 0.139 mmol) in dioxane (5 mL) was sparged with Ar, treated with Pd2(dba)3 (64 mg, 0.070 mmol) and heated at 100° C. for 4 h. The mixture was cooled to RT, treated with EtOAc, DMF and 50% satd. NaHCO3 and the solids removed via filtration through diatomaceous earth. The layers of ...